This data is from the Open Reaction Database (ORD), a public repository of structured organic reaction records. The task is: describe an organic reaction: reactants, conditions, products, and yield Starting materials: C(C)(C)NC(C)C (diisopropylamine), C(CCC)[Li] (n-butyllithium), BrC1=C(C=C(C(=O)NC(C)(C)C)C=C1)F (4-bromo-N-tert-butyl-3-fluorobenzamide), C1CO1 (ethylene oxide). The solvent is C1CCOC1 (THF), C1CCOC1 (THF). Reaction conditions: temperature -78 celsius, time 30 minute. The product is BrC1=C(C(=C(C(=O)NC(C)(C)C)C=C1)CCO)F (4-Bromo-N-tert-butyl-3-fluoro-2-(2-hydroxyethyl)benzamide). As a reaction SMILES: C(NC(C)C)(C)C.C([Li])CCC.[Br:13][C:14]1[CH:26]=[CH:25][C:17]([C:18]([NH:20][C:21]([CH3:24])([CH3:23])[CH3:22])=[O:19])=[CH:16][C:15]=1[F:27].[CH2:28]1[O:30][CH2:29]1>C1COCC1>[Br:13][C:14]1[CH:26]=[CH:25][C:17]([C:18]([NH:20][C:21]([CH3:23])([CH3:24])[CH3:22])=[O:19])=[C:16]([CH2:28][CH2:29][OH:30])[C:15]=1[F:27]. Procedure details: A solution of diisopropylamine (6.2 mL, 44 mmol) in THF (200 mL) was treated with n-butyllithium (17.4 mL, 44.0 mmol) at 0° C. The solution was stirred for 30 min before being cooled to −78° C. Next, a solution of 4-bromo-N-tert-butyl-3-fluorobenzamide (4.8 g, 17 mmol) in THF (100 mL) was added. The solution was then warmed to −40° C. and maintained there for 1 h. Next, ethylene oxide (10 mL, 200 mmol) was added and the solution warmed to 0° C. After 1 h, the ice bath was removed and the solutio... The reactants are CC1=C(C=CC=2C(OCC21)=O)CC=C (4-methyl-5-prop-2-en-1-yl-2-benzofuran-1(3H)-one), CO (MeOH), CSC (DMS). The product is CC1=C(C=CC=2C(OCC21)=O)CC=O ((4-methyl-1-oxo-1,3-dihydro-2-benzofuran-5-yl)acetaldehyde). As a reaction SMILES: [CH3:1][C:2]1[C:10]2[CH2:9][O:8][C:7](=[O:11])[C:6]=2[CH:5]=[CH:4][C:3]=1[CH2:12][CH:13]=C.CSC.C[OH:19]>>[CH3:1][C:2]1[C:10]2[CH2:9][O:8][C:7](=[O:11])[C:6]=2[CH:5]=[CH:4][C:3]=1[CH2:12][CH:13]=[O:19]. Procedure: A solution of 4-methyl-5-prop-2-en-1-yl-2-benzofuran-1(3H)-one (220 mg, 1.2 mmol) in MeOH (20 mL) was cooled to −78° C. To this solution was bubbled ozone until the reaction turned blue. Nitrogen was bubbled through the reaction to drive off excess ozone, followed by addition of DMS (0.870 mL, 11.7 mmol). The reaction was allowed to warm up to RT. The solvents were removed under reduced pressure. The crude product was purified by flash chromatography to afford (4-methyl-1-oxo-1,3-dihydro-2-benzo... Reactants: C(CCC)[Li] (n-butyllithium), C(C)(C)NC(C)C (diisopropylamine), C[Si](N1C(CCC1)=O)(C)C (1-trimethylsilanylpyrrolidin-2-one), C=1N=CN2C1C(CCC2)=O (6,7-dihydro-5H-imidazo[1,5-a]pyridin-8-one). Solvent: O1CCCC1 (tetrahydrofuran), O1CCCC1 (tetrahydrofuran), O1CCCC1 (tetrahydrofuran). Conditions: time 30 minute. Yields the product OC1(C=2N(CCC1)C=NC2)C2C(NCC2)=O (3-(8-Hydroxy-5,6,7,8-tetrahydroimidazo[1,5-a]pyridin-8-yl)pyrrolidin-2-one). RXN SMILES: C([Li])CCC.C(NC(C)C)(C)C.C[Si](C)(C)[N:15]1[CH2:19][CH2:18][CH2:17][C:16]1=[O:20].[CH:23]1[N:24]=[CH:25][N:26]2[CH2:31][CH2:30][CH2:29][C:28](=[O:32])[C:27]=12>O1CCCC1>[OH:32][C:28]1([CH:17]2[CH2:18][CH2:19][NH:15][C:16]2=[O:20])[CH2:29][CH2:30][CH2:31][N:26]2[CH:25]=[N:24][CH:23]=[C:27]12. Procedure details: 1.25 ml of n-butyllithium (1.6M in hexane) are added dropwise to a solution to 0.29 ml of diisopropylamine and 2 ml of tetrahydrofuran at −78° C. After 30 minutes, a solution, cooled to −78° C., of 0.31 g of 1-trimethylsilanylpyrrolidin-2-one and 5 ml of tetrahydrofuran is added dropwise. The mixture is stirred for a further 30 minutes and then a solution of 0.27 g of 6,7-dihydro-5H-imidazo[1,5-a]pyridin-8-one [426219-51-4] and 5 ml tetrahydrofuran is added dropwise. The reaction mixture is stir... The reactants are C(=C)Cl (vinyl chloride), S(=O)(=O)([O-])OOS(=O)(=O)[O-].[K+].[K+] (potassium persulfate), C(CCCCCCCCCCC)OS(=O)(=O)C1=CC=CC=C1.[Na] (sodium dodecylbenzenesulfonate), C(=C)Cl (vinyl chloride), C(=C)Cl (vinyl chloride). Run in O (water). Run at temperature 66 celsius. Yields the product C(=C)Cl (vinyl chloride), C(CCCCCCCCCCC)OS(=O)(=O)C1=CC=CC=C1.[Na] (sodium dodecylbenzenesulfonate), C(CCCCCCCCCCC)(=O)[O-].[K+] (potassium laurate). Reaction SMILES: [CH:1]([Cl:3])=[CH2:2].S(OOS([O-])(=O)=O)([O-])(=O)=[O:5].[K+:14].[K+].[CH2:16]([O:28][S:29]([C:32]1[CH:37]=[CH:36][CH:35]=[CH:34][CH:33]=1)(=[O:31])=[O:30])[CH2:17][CH2:18][CH2:19][CH2:20][CH2:21][CH2:22][CH2:23][CH2:24][CH2:25][CH2:26][CH3:27].[Na:38]>O>[CH:1]([Cl:3])=[CH2:2].[CH2:16]([O:28][S:29]([C:32]1[CH:37]=[CH:36][CH:35]=[CH:34][CH:33]=1)(=[O:31])=[O:30])[CH2:17][CH2:18][CH2:19][CH2:20][CH2:21][CH2:22][CH2:23][CH2:24][CH2:25][CH2:26][CH3:27].[Na:38].[C:16]([O-:28])(=[O:5])[CH2:17][CH2:18][CH2:19][CH2:20][CH2:21][CH2:22][CH2:23][CH2:24][CH2:25][CH2:26][CH3:27].[K+:14] |f:1.2.3,4.5,8.9,10.11,^1:37,64|. Procedure details: A 2.5-L autoclave was charged with 900 g of deionized water, 750 g of vinyl chloride monomer, 5 g of 3 wt % potassium persulfate, and 75 g of an aqueous sodium dodecylbenzenesulfonate solution having a concentration of 5 wt % (0.50 parts by weight based on the monomer), and by raising the temperature to 66° C., emulsion polymerization was allowed to proceed. After the saturated vapor pressure of vinyl chloride at 66° C. was reduced to 0.7 MPa, unreacted vinyl chloride monomer was recovered. To t... The reactants are C=CC#N, CC(C)C=O, [Na+], C1COCCO1, [OH-], O, Oc1ccc(O)cc1. Reaction SMILES: [CH2:14]=[CH:15][C:16]#[N:17].[CH:1]([CH:2]([CH3:3])[CH3:4])=[O:5].[Na+:19].[O:20]1[CH2:21][CH2:22][O:23][CH2:24][CH2:25]1.[OH-:18].[OH2:26].[OH:6][c:7]1[cH:8][cH:9][c:10]([OH:11])[cH:12][cH:13]1>>[CH:1]([C:2]([CH3:3])([CH3:4])[CH2:14][CH2:15][C:16]#[N:17])=[O:5]. Yields the product CC(C)(C=O)CCC#N. Starting materials: ClC=1C=C(C=C(C1)Cl)NC(=O)C1=C(N2C(=NCCC2)S1)OCC(=O)OCC (N-(3,5-Dichlorophenyl)-6,7-dihydro-3-ethoxycarbonylmethoxy-5H-thiazolo[3,2-a]pyrimidine-2-carboxamide), [OH-].[Na+] (sodium hydroxide), Cl (hydrochloric acid). Run in C(C)O (ethanol). Reaction conditions: time 30 minute. Yields the product ClC=1C=C(C=C(C1)Cl)NC(=O)C1=C(N2C(=NCCC2)S1)OCC(=O)O (N-(3,5-Dichlorophenyl)-3-carboxymethyloxy-6,7-dihydro-5H-thiazolo[3,2-a]pyrimidine-2-carboxamide). Yield: 79.7%. As a reaction SMILES: [Cl:1][C:2]1[CH:3]=[C:4]([NH:9][C:10]([C:12]2[S:20][C:15]3=[N:16][CH2:17][CH2:18][CH2:19][N:14]3[C:13]=2[O:21][CH2:22][C:23]([O:25]CC)=[O:24])=[O:11])[CH:5]=[C:6]([Cl:8])[CH:7]=1.[OH-].[Na+].Cl>C(O)C>[Cl:8][C:6]1[CH:5]=[C:4]([NH:9][C:10]([C:12]2[S:20][C:15]3=[N:16][CH2:17][CH2:18][CH2:19][N:14]3[C:13]=2[O:21][CH2:22][C:23]([OH:25])=[O:24])=[O:11])[CH:3]=[C:2]([Cl:1])[CH:7]=1 |f:1.2|. Procedure: In 8 ml of ethanol was suspended 650 mg of N-(3,5-dichlorophenyl)-6,7-dihydro-3-ethoxycarbonylmethoxy-5H-thiazolo[3,2-a]pyrimidine-2-carboxamide obtained in Example 113. To the suspension was added 2 ml of 1N sodium hydroxide aqueous solution at room temperature, followed by stirring at the same temperature for 30 minutes. The mixure was made acidic with a concentrated hydrochloric acid. The precipitated crystals were collected by filtration, washed with water and diethylether, and dried to obta... Reactants: [Na] (sodium), NN1C(CN(CC1)C(=O)OCC1=CC=CC=C1)=O (1-amino-4-benzyloxycarbonyl-2-piperazinone), C(C)(=O)O (acetic acid), N1=CC=C(C=C1)N1CCC(CC1)=O (1-(4-pyridyl)-4-piperidone), 4A. Run in CO (methanol), C(C)O (ethanol). Reaction conditions: temperature 0 celsius, time 3 hour. Yields the product C(C1=CC=CC=C1)OC(=O)N1CC(N(CC1)NC1CCN(CC1)C1=CC=NC=C1)=O (4-benzyloxycarbonyl-1-[1-(4-pyridyl)-4-piperidinylamino]-2-piperazinone). Isolated yield 70.2%. Reaction SMILES: [NH2:1][N:2]1[CH2:7][CH2:6][N:5]([C:8]([O:10][CH2:11][C:12]2[CH:17]=[CH:16][CH:15]=[CH:14][CH:13]=2)=[O:9])[CH2:4][C:3]1=[O:18].[N:19]1[CH:24]=[CH:23][C:22]([N:25]2[CH2:30][CH2:29][C:28](=O)[CH2:27][CH2:26]2)=[CH:21][CH:20]=1.C(O)(=O)C.[Na]>C(O)C.CO>[CH2:11]([O:10][C:8]([N:5]1[CH2:6][CH2:7][N:2]([NH:1][CH:28]2[CH2:27][CH2:26][N:25]([C:22]3[CH:23]=[CH:24][N:19]=[CH:20][CH:21]=3)[CH2:30][CH2:29]2)[C:3](=[O:18])[CH2:4]1)=[O:9])[C:12]1[CH:13]=[CH:14][CH:15]=[CH:16][CH:17]=1 |^1:35|. Procedure details: A solution of 1-amino-4-benzyloxycarbonyl-2-piperazinone (21.92 g) and 1-(4-pyridyl)-4-piperidone (15.51 g) in ethanol (500 ml) was dehydrated using a Soxlet extractor packed with molecular sieves 4A while refluxing for 24 hours. The reaction mixture was concentrated to obtain a residue, which was dissolved in methanol (300 ml) and combined with acetic acid (18.26 g) with cooling on ice followed by sodium cycanoborohydride (7.16 g) and then stirred at 0° C. for 3 hours. The reaction mixture was ... Reactants: ClC(Cl)Cl, CCOC(=O)c1cn(CCO)c2nc(N3CCN(C)CC3)ncc2c1=O, O=S(Cl)Cl. Product: CCOC(=O)c1cn(CCCl)c2nc(N3CCN(C)CC3)ncc2c1=O. As a reaction SMILES: [CH:31]([Cl:32])([Cl:33])[Cl:34].[OH:1][CH2:2][CH2:3][n:4]1[cH:5][c:6]([C:22](=[O:23])[O:24][CH2:25][CH3:26])[c:7](=[O:21])[c:8]2[c:9]1[n:10][c:11]([N:14]1[CH2:15][CH2:16][N:17]([CH3:20])[CH2:18][CH2:19]1)[n:12][cH:13]2.[S:27]([Cl:28])([Cl:29])=[O:30]>>[CH2:2]([CH2:3][n:4]1[cH:5][c:6]([C:22](=[O:23])[O:24][CH2:25][CH3:26])[c:7](=[O:21])[c:8]2[c:9]1[n:10][c:11]([N:14]1[CH2:15][CH2:16][N:17]([CH3:20])[CH2:18][CH2:19]1)[n:12][cH:13]2)[Cl:29].